From a dataset of the Open Reaction Database (ORD), a public repository of structured organic reaction records. describe an organic reaction: reactants, conditions, products, and yield Starting materials: COCOC1=C(C=C(C=C1OC)CCCCC(=O)O)OC (5-(4-methoxymethoxy-3,5-dimethoxyphenyl)pentanoic acid), SC=1SCCN1 (2-mercaptothiazoline), C1(CCCCC1)N=C=NC1CCCCC1 (dicyclohexylcarbodiimide). The reagents and catalysts are CN(C1=CC=NC=C1)C (4-dimethylaminopyridine). Solvent: ClCCl (dichloromethane). Reaction conditions: time 16 hour. The product is COCOC1=C(C=C(C=C1OC)CCCCC(=O)N1C(SCC1)=S)OC (N-[5-(4-methoxymethoxy-3,5-dimethoxyphenyl)pentanoyl)-thiazolidine-2-thione). The yield is 97.6%. Reaction SMILES: [CH3:1][O:2][CH2:3][O:4][C:5]1[C:10]([O:11][CH3:12])=[CH:9][C:8]([CH2:13][CH2:14][CH2:15][CH2:16][C:17]([OH:19])=O)=[CH:7][C:6]=1[O:20][CH3:21].[SH:22][C:23]1[S:24][CH2:25][CH2:26][N:27]=1.C1(N=C=NC2CCCCC2)CCCCC1>ClCCl.CN(C)C1C=CN=CC=1>[CH3:1][O:2][CH2:3][O:4][C:5]1[C:6]([O:20][CH3:21])=[CH:7][C:8]([CH2:13][CH2:14][CH2:15][CH2:16][C:17]([N:27]2[CH2:26][CH2:25][S:24][C:23]2=[S:22])=[O:19])=[CH:9][C:10]=1[O:11][CH3:12]. Reported procedure: To a solution of 0.88 g of 5-(4-methoxymethoxy-3,5-dimethoxyphenyl)pentanoic acid and 0.42 g of 2-mercaptothiazoline in 30 ml of dichloromethane were added 0.73 g of dicyclohexylcarbodiimide and 36 mg of 4-dimethylaminopyridine at room temperature followed by stirring for 16 hours. The reaction mixture was filtered with suction, and the filtrate washed with a 1N aqueous NaOH solution and then with saturated aqueous sodium chloride and dried over sodium sulfate. The solvent was removed by distill... The reactants are CCO, COC1C(O)CCC2(CO2)C1C1(C)OC1CC=C(C)C, Cl, [Na+], O=C([O-])O. Product: COC1C(O)CCC(O)(CCl)C1C1(C)OC1CC=C(C)C. Reaction SMILES: [CH3:27][CH2:28][OH:29].[CH:1]1([C:12]2([CH3:13])[O:14][CH:15]2[CH2:16][CH:17]=[C:18]([CH3:19])[CH3:20])[CH:2]([O:3][CH3:4])[CH:5]([OH:6])[CH2:7][CH2:8][C:9]12[CH2:10][O:11]2.[ClH:21].[Na+:22].[OH:23][C:24](=[O:25])[O-:26]>>[CH:1]1([C:12]2([CH3:13])[O:14][CH:15]2[CH2:16][CH:17]=[C:18]([CH3:19])[CH3:20])[CH:2]([O:3][CH3:4])[CH:5]([OH:6])[CH2:7][CH2:8][C:9]1([CH2:10][Cl:21])[OH:11].